From a dataset of the Open Reaction Database (ORD), a public repository of structured organic reaction records. describe an organic reaction: reactants, conditions, products, and yield Reactants: C(C)(C)(C)C=1C=C(C=CC1)NC(=O)C1=CC2=CC(=CC=C2C=C1)OC1=CC(=NC=C1)NC(CCl)=O (N-(3-tert-butylphenyl)-7-({2-[(chloroacetyl)amino]pyridin-4-yl}oxy)-2-naphthamide), C([O-])([O-])=O.[K+].[K+] (potassium carbonate), CN1CCNCC1 (1-methylpiperazine). Solvent: CN(C)C=O (DMF). Run at temperature 60 celsius, time 2 hour. The product is C(C)(C)(C)C=1C=C(C=CC1)NC(=O)C1=CC2=CC(=CC=C2C=C1)OC1=CC(=NC=C1)NC(CN1CCN(CC1)C)=O (N-(3-tert-butylphenyl)-7-[(2-{[(4-methylpiperazin-1-yl)acetyl]-amino}pyridin-4-yl)oxy]-2-naphthamide). As a reaction SMILES: [C:1]([C:5]1[CH:6]=[C:7]([NH:11][C:12]([C:14]2[CH:23]=[CH:22][C:21]3[C:16](=[CH:17][C:18]([O:24][C:25]4[CH:30]=[CH:29][N:28]=[C:27]([NH:31][C:32](=[O:35])[CH2:33]Cl)[CH:26]=4)=[CH:19][CH:20]=3)[CH:15]=2)=[O:13])[CH:8]=[CH:9][CH:10]=1)([CH3:4])([CH3:3])[CH3:2].C(=O)([O-])[O-].[K+].[K+].[CH3:42][N:43]1[CH2:48][CH2:47][NH:46][CH2:45][CH2:44]1>CN(C=O)C>[C:1]([C:5]1[CH:6]=[C:7]([NH:11][C:12]([C:14]2[CH:23]=[CH:22][C:21]3[C:16](=[CH:17][C:18]([O:24][C:25]4[CH:30]=[CH:29][N:28]=[C:27]([NH:31][C:32](=[O:35])[CH2:33][N:46]5[CH2:47][CH2:48][N:43]([CH3:42])[CH2:44][CH2:45]5)[CH:26]=4)=[CH:19][CH:20]=3)[CH:15]=2)=[O:13])[CH:8]=[CH:9][CH:10]=1)([CH3:4])([CH3:3])[CH3:2] |f:1.2.3|. Reported procedure: To a suspension of N-(3-tert-butylphenyl)-7-({2-[(chloroacetyl)amino]pyridin-4-yl}oxy)-2-naphthamide (65.0 mg, 0.133 mmol) and potassium carbonate (36.8 mg, 0.266 mmol) in DMF (2 mL) was added 1-methylpiperazine (0.177 mL, 0.160 mmol). The reaction mixture was allowed to stir at 60° C. for 2 h. and then concentrated. EtOAc and water were added and the organic and aqueous solutions were separated. The organic solution was washed with brine, dried over MgSO4, filtered and concentrated. The residue... Reactants: ClC=1C=CC=C2C=C(NC12)B1OC(C(O1)(C)C)(C)C (7-chloro-2-(4,4,5,5-tetramethyl-[1,3,2]dioxaborolan-2-yl)-1H-indole), BrC=1C=CC(=C2C=CNC12)OC (7-bromo-4-methoxy-1H-indole). Yields the product BrC=1C=CC(=C2C=C(NC12)B1OC(C(O1)(C)C)(C)C)OC (7-Bromo-4-methoxy-2-(4,4,5,5-tetramethyl-[1,3,2]dioxaborolan-2-yl)-1H-indole). As a reaction SMILES: ClC1C=CC=C2C=1NC([B:11]1[O:15][C:14]([CH3:17])([CH3:16])[C:13]([CH3:19])([CH3:18])[O:12]1)=C2.[Br:20][C:21]1[CH:22]=[CH:23][C:24]([O:30][CH3:31])=[C:25]2[C:29]=1[NH:28][CH:27]=[CH:26]2>>[Br:20][C:21]1[CH:22]=[CH:23][C:24]([O:30][CH3:31])=[C:25]2[C:29]=1[NH:28][C:27]([B:11]1[O:15][C:14]([CH3:17])([CH3:16])[C:13]([CH3:19])([CH3:18])[O:12]1)=[CH:26]2. Procedure: Prepared according to a procedure analogous to that described for 7-chloro-2-(4,4,5,5-tetramethyl-[1,3,2]dioxaborolan-2-yl)-1H-indole using 7-bromo-4-methoxy-1H-indole.